Dataset: the Open Reaction Database (ORD), a public repository of structured organic reaction records. Task: describe an organic reaction: reactants, conditions, products, and yield Reactants: NC1=NNC=C1 (3-aminopyrazole), C(C#C)(=O)OCC (ethyl propiolate), C1(=CC=CC=C1)C (toluene). Run in O1CCOCC1 (1,4-dioxane). Reaction conditions: time 4 hour. The product is OC1=NC=2N(C=C1)N=CC2 (5-Hydroxypyrazolo[1,5-a]pyrimidine). As a reaction SMILES: [NH2:1][C:2]1[CH:6]=[CH:5][NH:4][N:3]=1.[C:7](OCC)(=[O:10])[C:8]#[CH:9].C1(C)C=CC=CC=1>O1CCOCC1>[OH:10][C:7]1[CH:8]=[CH:9][N:3]2[N:4]=[CH:5][CH:6]=[C:2]2[N:1]=1. Procedure details: To a stirred solution of 3-aminopyrazole (11.5 g, 0.138 mol) in 65 mL of 1,4-dioxane was added ethyl propiolate (14.7 g, 15.2 mL, 0.150 mol) dropwise, and the resultant light yellow solution was warmed to reflux. After 4 h, the blood-red solution was cooled to room temperature and 100 mL of toluene was added with stirring. The resultant precipitate was collected with toluene and air-dried to afford the title compound as a tan solid. MS 136.0 (M+1) Reactants: BrCCCCCCCCCCC(=O)O (11-bromoundecanoic acid), C(CCCCCCCCCCC)S (dodecyl mercaptan), C[O-].[Na+] (sodium methoxide). The solvent is CO (methanol). Product: C(CCCCCCCCCCC)CCCCCCCCCCC(=S)O (11-dodecylthioundecanoic acid). Reaction SMILES: Br[CH2:2][CH2:3][CH2:4][CH2:5][CH2:6][CH2:7][CH2:8][CH2:9][CH2:10][CH2:11][C:12](O)=O.[CH2:15]([SH:27])[CH2:16][CH2:17][CH2:18][CH2:19][CH2:20][CH2:21][CH2:22][CH2:23][CH2:24][CH2:25][CH3:26].C[O-:29].[Na+]>CO>[CH2:26]([CH2:25][CH2:24][CH2:23][CH2:22][CH2:21][CH2:20][CH2:19][CH2:18][CH2:17][CH2:16][C:15]([OH:29])=[S:27])[CH2:12][CH2:11][CH2:10][CH2:9][CH2:8][CH2:7][CH2:6][CH2:5][CH2:4][CH2:3][CH3:2] |f:2.3|. Reported procedure: 26.6 Grams of 11-bromoundecanoic acid, 21.2 g of dodecyl mercaptan, 42.4 ml of sodium methoxide (28% methanolic solution) and 300 ml of methanol were charged in a flask equipped with a stirrer, a condenser and a calcium chloride drying tube, and refluxed with heating for 6 hours on an oil bath. The reaction mixture was cooled to room temperature, and the precipitated crystal was filtered off under reduced pressure and washed with methanol. The resulting crystal was suspended in 1000 ml of pure w...